describe an organic reaction: reactants, conditions, products, and yield From a dataset of the Open Reaction Database (ORD), a public repository of structured organic reaction records. The reactants are CCCC[N+](CCCC)(CCCC)CCCC.[F-] (TBAF), C1CCOC1 (THF), C[Si](C=1SC=CN1)(C)C (2-(Trimethylsilyl)thiazole), C(C)(C)(C)OC(=O)C1CCC(CC1)C=O (4-formyl-cyclohexanecarboxylic acid tert-butyl ester). Yields the product C(C)(C)(C)OC(=O)N1CCC(CC1)C(C=1SC=CN1)O (4-(hydroxy-thiazol-2-yl-methyl)-piperidine-1-carboxylic acid tert-butyl ester). Isolated yield 50.0%. As a reaction SMILES: C[Si](C)(C)[C:3]1[S:4][CH:5]=[CH:6][N:7]=1.[C:10]([O:14][C:15](C1CCC(C=O)CC1)=[O:16])([CH3:13])([CH3:12])[CH3:11].CC[CH2:27][CH2:28][N+:29](CCCC)(CCCC)CCCC.[F-].[CH2:43]1[CH2:47][O:46][CH2:45][CH2:44]1>>[C:10]([O:14][C:15]([N:29]1[CH2:45][CH2:44][CH:43]([CH:47]([OH:46])[C:3]2[S:4][CH:5]=[CH:6][N:7]=2)[CH2:27][CH2:28]1)=[O:16])([CH3:11])([CH3:12])[CH3:13] |f:2.3|. Procedure: 2-(Trimethylsilyl)thiazole (1.0 g, 6.36 mmol) and 4-formyl-cyclohexanecarboxylic acid tert-butyl ester (1.63 g, 7.63 mmol) were stirred at room temperature for 4 hours. THF (50 mL) and TBAF (1M in THF, 7.6 mL, 7.6 mmol) were added and the mixture stirred for an additional hour. Standard work-up and purification afforded 4-(hydroxy-thiazol-2-yl-methyl)-piperidine-1-carboxylic acid tert-butyl ester as a beige syrup (940 mg, 50%). Reactants: CS(C)=O, Cc1ccc([N+](=O)[O-])c(O)c1, C=CCCl, [Na+], [OH-], O. Product: C=CCOc1cc(C)ccc1[N+](=O)[O-]. As a reaction SMILES: [CH3:14][S:15](=[O:16])[CH3:17].[CH3:3][c:4]1[cH:5][c:6]([OH:13])[c:7]([N+:10](=[O:11])[O-:12])[cH:8][cH:9]1.[Cl:18][CH2:19][CH:20]=[CH2:21].[Na+:2].[OH-:1].[OH2:22]>>[CH3:3][c:4]1[cH:5][c:6]([O:13][CH2:21][CH:20]=[CH2:19])[c:7]([N+:10](=[O:11])[O-:12])[cH:8][cH:9]1. Starting materials: BrB(Br)Br, CSC, COc1ccc2cccc(CCNC(C)=O)c2c1, ClCCl. Product: CC(=O)NCCc1cccc2ccc(O)cc12. Reaction SMILES: [B:4]([Br:5])([Br:6])[Br:7].[CH3:1][S:2][CH3:3].[CH3:8][O:9][c:10]1[cH:11][cH:12][c:13]2[cH:14][cH:15][cH:16][c:17]([CH2:20][CH2:21][NH:22][C:23]([CH3:24])=[O:25])[c:18]2[cH:19]1.[Cl:26][CH2:27][Cl:28]>>[OH:9][c:10]1[cH:11][cH:12][c:13]2[cH:14][cH:15][cH:16][c:17]([CH2:20][CH2:21][NH:22][C:23]([CH3:24])=[O:25])[c:18]2[cH:19]1. Starting materials: ClCC1=NC=CC=C1 (2-Chloromethylpyridine), [Na] (sodium), C(CO)O (ethylene glycol). The product is OCCOCC1=NC=CC=C1 (2-hydroxyethoxymethylpyridine). Reaction SMILES: Cl[CH2:2][C:3]1[CH:8]=[CH:7][CH:6]=[CH:5][N:4]=1.[Na].[CH2:10]([OH:13])[CH2:11][OH:12]>>[OH:12][CH2:11][CH2:10][O:13][CH2:2][C:3]1[CH:8]=[CH:7][CH:6]=[CH:5][N:4]=1 |^1:8|. Procedure: 2-Chloromethylpyridine is reacted with the sodium salt of ethylene glycol to give 2-(2-hydroxyethoxymethylpyridine. Treatment of 2-(2-hydroxyethoxymethyl)pyridine with thionyl chloride gives 2-(2-chloroethoxymethyl)pyridine. Starting materials: CC(=O)[O-], CC(=O)[O-], [Cu+2], COC(=O)c1cc([N+](=O)[O-])c[nH]c1=O, N, C1COCCO1, OB(O)c1ccc(F)cc1, c1ccncc1. Product: COC(=O)c1cc([N+](=O)[O-])cn(-c2ccc(F)cc2)c1=O. As a reaction SMILES: [C:38]([O-:39])(=[O:40])[CH3:41].[C:43]([O-:44])(=[O:45])[CH3:46].[Cu+2:42].[N+:1](=[O:2])([O-:3])[c:4]1[cH:5][c:6]([C:11](=[O:12])[O:13][CH3:14])[c:7](=[O:10])[nH:8][cH:9]1.[NH3:37].[O:31]1[CH2:32][CH2:33][O:34][CH2:35][CH2:36]1.[OH:15][B:16]([OH:17])[c:18]1[cH:19][cH:20][c:21]([F:22])[cH:23][cH:24]1.[cH:25]1[cH:26][cH:27][n:28][cH:29][cH:30]1>>[N+:1](=[O:2])([O-:3])[c:4]1[cH:5][c:6]([C:11](=[O:12])[O:13][CH3:14])[c:7](=[O:10])[n:8](-[c:18]2[cH:19][cH:20][c:21]([F:22])[cH:23][cH:24]2)[cH:9]1. Reactants: CC(C)(C)OP(=O)(OC(C)(C)C)C(F)(F)c1ccc(CBr)cc1, C1CCOC1, CC(C)(C)[O-], CC(=O)[O-], CC(C)OC(=O)c1ccc(CC(=O)c2ccc(F)cc2)cc1, [K+], [NH4+]. Yields the product CC(C)OC(=O)c1ccc(C(Cc2ccc(C(F)(F)P(=O)(OC(C)(C)C)OC(C)(C)C)cc2)C(=O)c2ccc(F)cc2)cc1. As a reaction SMILES: [Br:29][CH2:30][c:31]1[cH:32][cH:33][c:34]([C:37]([F:38])([F:39])[P:40]([O:41][C:42]([CH3:43])([CH3:44])[CH3:45])([O:46][C:47]([CH3:48])([CH3:49])[CH3:50])=[O:51])[cH:35][cH:36]1.[CH2:57]1[O:58][CH2:59][CH2:60][CH2:61]1.[CH3:23][C:24]([CH3:25])([O-:26])[CH3:27].[CH3:53][C:54](=[O:55])[O-:56].[CH:1]([CH3:2])([CH3:3])[O:4][C:5]([c:6]1[cH:7][cH:8][c:9]([CH2:12][C:13](=[O:14])[c:15]2[cH:16][cH:17][c:18]([F:21])[cH:19][cH:20]2)[cH:10][cH:11]1)=[O:22].[K+:28].[NH4+:52]>>[CH:1]([CH3:2])([CH3:3])[O:4][C:5]([c:6]1[cH:7][cH:8][c:9]([CH:12]([C:13](=[O:14])[c:15]2[cH:16][cH:17][c:18]([F:21])[cH:19][cH:20]2)[CH2:30][c:31]2[cH:32][cH:33][c:34]([C:37]([F:38])([F:39])[P:40]([O:41][C:42]([CH3:43])([CH3:44])[CH3:45])([O:46][C:47]([CH3:48])([CH3:49])[CH3:50])=[O:51])[cH:35][cH:36]2)[cH:10][cH:11]1)=[O:22]. The reactants are COC1=CC=C(C=C1)B(O)O (4-methoxyphenylboronic acid), C(=O)([O-])[O-].[Na+].[Na+] (Na2CO3), (4-bromophenyl)perfluorohexyl sulfone. Reagents/catalysts: C=1C=CC(=CC1)[P](C=2C=CC=CC2)(C=3C=CC=CC3)[Pd]([P](C=4C=CC=CC4)(C=5C=CC=CC5)C=6C=CC=CC6)([P](C=7C=CC=CC7)(C=8C=CC=CC8)C=9C=CC=CC9)[P](C=1C=CC=CC1)(C=1C=CC=CC1)C=1C=CC=CC1 (Pd(PPh3)4). Solvent: CO (methanol), O (water), C1(=CC=CC=C1)C (toluene). Conditions: temperature 80 celsius, time 8 hour. The product is C1(=CC=CC=C1)C1=CC=CC=C1 (biphenyl). Isolated yield 107.1%. Reaction SMILES: CO[C:3]1[CH:8]=[CH:7][C:6](B(O)O)=[CH:5][CH:4]=1.C([O-])([O-])=O.[Na+].[Na+]>C1(C)C=CC=CC=1.CO.O.C1C=CC([P]([Pd]([P](C2C=CC=CC=2)(C2C=CC=CC=2)C2C=CC=CC=2)([P](C2C=CC=CC=2)(C2C=CC=CC=2)C2C=CC=CC=2)[P](C2C=CC=CC=2)(C2C=CC=CC=2)C2C=CC=CC=2)(C2C=CC=CC=2)C2C=CC=CC=2)=CC=1>[C:3]1([C:3]2[CH:8]=[CH:7][CH:6]=[CH:5][CH:4]=2)[CH:8]=[CH:7][CH:6]=[CH:5][CH:4]=1 |f:1.2.3,^1:31,33,52,71|. Procedure: In 10 ml of toluene was added 600 mg (1.11 mmoles) of (4-bromophenyl)perfluorohexyl sulfone, and 20 mg (0.17 mmoles) of Pd(PPh3)4. To this clear colorless solution was added 170 mg (1.12 mmoles) of 4-methoxyphenylboronic acid in 2 ml of methanol, 240 mg (2.26 mmoles) of Na2CO3 in 1 ml of water. The mixture was stirred under nitrogen at 80° C. overnight. Isolation in accordance with the procedure of Example 9 gave after flash chromatography (silica gel, 50% CHCl3 /hexane) 343 mg of the biphenyl (...